Dataset: the Open Reaction Database (ORD), a public repository of structured organic reaction records. Task: describe an organic reaction: reactants, conditions, products, and yield Reactants: CCN(C(C)C)C(C)C (DIPEA), CN1[C@@H](CC(C1)(C)C)C1=NN=C2N1C=C(C=C2)O[C@@H]2CC[C@@H](C1=CC=CC=C21)N ((1S,4R)-4-[3-((S)-1,4,4-Trimethyl-pyrrolidin-2-yl)-[1,2,4]triazolo[4,3-a]pyridin-6-yloxy]-1,2,3,4-tetrahydro-naphthalen-1-ylamine), N (NH3), ClC(COC(NC=1N(N=C(C1)C(C)(C)C)C1=CC=C(C=C1)C)=O)(Cl)Cl ((5-tert-butyl-2-p-tolyl-2H-pyrazol-3-yl)-carbamic acid 2,2,2-trichloro-ethyl ester). Solvent: CN(C)C=O (DMF), C(Cl)Cl (DCM), C(C)OCC (diethyl ether), CO (MeOH). The product is C(C)(C)(C)C=1C=C(N(N1)C1=CC=C(C=C1)C)NC(=O)N[C@H]1CC[C@H](C2=CC=CC=C12)OC=1C=CC=2N(C1)C(=NN2)[C@H]2N(CC(C2)(C)C)C (1-(5-tert-Butyl-2-p-tolyl-2H-pyrazol-3-yl)-3-{(1S,4R)-4-[3-((S)-1,4,4-trimethyl-pyrrolidin-2-yl)-[1,2,4]triazolo[4,3-a]pyridin-6-yloxy]-1,2,3,4-tetrahydro-naphthalen-1-yl}-urea). Yield: 68.0%. Reaction SMILES: [CH3:1][N:2]1[CH2:6][C:5]([CH3:8])([CH3:7])[CH2:4][C@H:3]1[C:9]1[N:13]2[CH:14]=[C:15]([O:18][C@H:19]3[C:28]4[C:23](=[CH:24][CH:25]=[CH:26][CH:27]=4)[C@@H:22]([NH2:29])[CH2:21][CH2:20]3)[CH:16]=[CH:17][C:12]2=[N:11][N:10]=1.ClC(Cl)(Cl)C[O:33][C:34](=O)[NH:35][C:36]1[N:37]([C:45]2[CH:50]=[CH:49][C:48]([CH3:51])=[CH:47][CH:46]=2)[N:38]=[C:39]([C:41]([CH3:44])([CH3:43])[CH3:42])[CH:40]=1.CCN(C(C)C)C(C)C.N>CN(C=O)C.CO.C(Cl)Cl.C(OCC)C>[C:41]([C:39]1[CH:40]=[C:36]([NH:35][C:34]([NH:29][C@@H:22]2[C:23]3[C:28](=[CH:27][CH:26]=[CH:25][CH:24]=3)[C@H:19]([O:18][C:15]3[CH:16]=[CH:17][C:12]4[N:13]([C:9]([C@@H:3]5[CH2:4][C:5]([CH3:8])([CH3:7])[CH2:6][N:2]5[CH3:1])=[N:10][N:11]=4)[CH:14]=3)[CH2:20][CH2:21]2)=[O:33])[N:37]([C:45]2[CH:50]=[CH:49][C:48]([CH3:51])=[CH:47][CH:46]=2)[N:38]=1)([CH3:44])([CH3:42])[CH3:43]. Procedure: A solution of Intermediate 87d (150 mg, 0.383 mmol), (5-tert-butyl-2-p-tolyl-2H-pyrazol-3-yl)-carbamic acid 2,2,2-trichloro-ethyl ester (Synthetic Communications, 2009, 39, 3999-4009, which is incorporated herein by reference in its entirety; 232 mg, 0.575 mmol) and DIPEA (198 mg, 1.53 mmol) in DMF (4 mL) was stirred at 50° C. for 1 h. The cooled reaction mixture was applied to an SCX-2 cartridge (10 g) and washed with MeOH. The product was eluted with 2M NH3 in MeOH; concentration in vacuo gave... Starting materials: Cl (HCl), ClC1=NC(=C2N=CN(C2=N1)[C@@H]1SC[C@H]2OC(O[C@H]21)(C)C)Cl (2,6-dichloro-9-((3aR,4R,6aS)-2,2-dimethyltetrahydrothieno[3,4-d][1,3]dioxol-4-yl)-9H-purine), [OH-].[Na+] (sodium hydroxide). Run in O1CCCC1 (tetrahydrofuran). Run at time 8 hour. The product is ClC1=NC(=C2N=CN(C2=N1)[C@@H]1SC[C@H]([C@@H]1O)O)Cl ((2R,3S,4S)-2-(2,6-dichloro-9H-purin-9-yl)tetrahydrothiophen-3,4-diol). Yield: 96.0%. RXN SMILES: [Cl:1][C:2]1[N:10]=[C:9]2[C:5]([N:6]=[CH:7][N:8]2[C@H:11]2[C@H:18]3[C@H:14]([O:15]C(C)(C)[O:17]3)[CH2:13][S:12]2)=[C:4]([Cl:21])[N:3]=1.Cl.[OH-].[Na+]>O1CCCC1>[Cl:1][C:2]1[N:10]=[C:9]2[C:5]([N:6]=[CH:7][N:8]2[C@H:11]2[C@@H:18]([OH:17])[C@H:14]([OH:15])[CH2:13][S:12]2)=[C:4]([Cl:21])[N:3]=1 |f:2.3|. Reported procedure: To a solution of 2,6-dichloro-9-((3aR,4R,6aS)-2,2-dimethyltetrahydrothieno[3,4-d][1,3]dioxol-4-yl)-9H-purine, prepared in Step 1, in tetrahydrofuran (20 ml) was added 2 N HCl, followed by stirring the solution overnight. The reaction mixture was neutralized with 1 N sodium hydroxide and carefully concentrated in a vacuum. The concentrate was purified through silica gel column chromatography using a mixture of dichloromethane:methanol (20:1, v/v) as an elution solvent to afford the object compoun... Reactants: O=C(Nc1cncc2[nH]c3ccc(Cl)cc3c12)C(F)(F)F, O=C(O)C(F)(F)F, O=N[O-], [Na+]. Yields the product O=C(Nc1cncc2[nH]c3c([N+](=O)[O-])cc(Cl)cc3c12)C(F)(F)F. Reaction SMILES: [Cl:1][c:2]1[cH:3][c:4]2[c:5]3[c:6]([NH:15][C:16]([C:17]([F:18])([F:19])[F:20])=[O:21])[cH:7][n:8][cH:9][c:10]3[nH:11][c:12]2[cH:13][cH:14]1.[F:26][C:27]([F:28])([F:29])[C:30]([OH:31])=[O:32].[N:22](=[O:23])[O-:24].[Na+:25]>>[Cl:1][c:2]1[cH:3][c:4]2[c:5]3[c:6]([NH:15][C:16]([C:17]([F:18])([F:19])[F:20])=[O:21])[cH:7][n:8][cH:9][c:10]3[nH:11][c:12]2[c:13]([N+:22](=[O:23])[O-:24])[cH:14]1. The reactants are C(C)N1C2=CC=C(C=C2C=2C=C(C=CC12)C(=O)O)C(=O)O (9-ethylcarbazole-3,6-dicarboxylic acid), N1(CCCCC1)CCCCl (3-piperidinopropylchloride). The reagents and catalysts are [Cl-].C(C1=CC=CC=C1)[N+](C)(C)C (benzyltrimethylammonium chloride). Solvent: C(C)(C)O (isopropyl alcohol). The product is Cl.Cl.N1(CCCCC1)CCCOC(=O)C=1C=CC=2N(C3=CC=C(C=C3C2C1)C(=O)OCCCN1CCCCC1)CC (bis(3-piperidinopropyl)-9-ethylcarbazole-3,6-dicarboxylate dihydrochloride). Reaction SMILES: [CH2:1]([N:3]1[C:15]2[CH:14]=[CH:13][C:12]([C:16]([OH:18])=[O:17])=[CH:11][C:10]=2[C:9]2[C:4]1=[CH:5][CH:6]=[C:7]([C:19]([OH:21])=[O:20])[CH:8]=2)[CH3:2].[N:22]1([CH2:28][CH2:29][CH2:30][Cl:31])[CH2:27][CH2:26][CH2:25][CH2:24][CH2:23]1>[Cl-].C([N+](C)(C)C)C1C=CC=CC=1.C(O)(C)C>[ClH:31].[ClH:31].[N:22]1([CH2:28][CH2:29][CH2:30][O:20][C:19]([C:7]2[CH:6]=[CH:5][C:4]3[N:3]([CH2:1][CH3:2])[C:15]4[C:10]([C:9]=3[CH:8]=2)=[CH:11][C:12]([C:16]([O:18][CH2:30][CH2:29][CH2:28][N:22]2[CH2:27][CH2:26][CH2:25][CH2:24][CH2:23]2)=[O:17])=[CH:13][CH:14]=4)=[O:21])[CH2:27][CH2:26][CH2:25][CH2:24][CH2:23]1 |f:2.3,5.6.7|. Procedure details: To 250 ml of isopropyl alcohol is added one equivalent of 9-ethylcarbazole-3,6-dicarboxylic acid, 2 equivalents of 3-piperidinopropylchloride, and a catalytic amount of benzyltrimethylammonium chloride. The mixture is heated to reflux for 2 hours. Upon cooling a solid forms which is collected, washed with ether, dried and dissolved in water. The aqueous solution is made basic with saturated sodium bicarbonate, and the product is extracted with ether. The ether solution is washed with water, drie...